Dataset: the Open Reaction Database (ORD), a public repository of structured organic reaction records. Task: describe an organic reaction: reactants, conditions, products, and yield Reactants: S=C=NC1CCCCC1, Nc1cnccc1Nc1ccccc1, CN(C)C=O. The product is S=C(Nc1cnccc1Nc1ccccc1)NC1CCCCC1. Reaction SMILES: [CH:15]1([N:21]=[C:22]=[S:23])[CH2:16][CH2:17][CH2:18][CH2:19][CH2:20]1.[NH2:1][c:2]1[cH:3][n:4][cH:5][cH:6][c:7]1[NH:8][c:9]1[cH:10][cH:11][cH:12][cH:13][cH:14]1.[O:24]=[CH:25][N:26]([CH3:27])[CH3:28]>>[NH:1]([c:2]1[cH:3][n:4][cH:5][cH:6][c:7]1[NH:8][c:9]1[cH:10][cH:11][cH:12][cH:13][cH:14]1)[C:22]([NH:21][CH:15]1[CH2:16][CH2:17][CH2:18][CH2:19][CH2:20]1)=[S:23]. The reactants are ClC1=NC(=CN=C1)F (2-chloro-6-fluoropyrazine), [Si](C1=CC=CC=C1)(C1=CC=CC=C1)(C(C)(C)C)OC1=CC=C(C=C1)B(O)O (4-tert-butyldiphenylsilyloxyphenylboronic acid). Product: FC1=NC(=CN=C1)C1=CC=C(C=C1)O[Si](C1=CC=CC=C1)(C1=CC=CC=C1)C(C)(C)C (2-fluoro-6-(4-tert-butyldiphenylsilyloxyphenyl)pyrazine). The yield is 69.5%. As a reaction SMILES: Cl[C:2]1[CH:7]=[N:6][CH:5]=[C:4]([F:8])[N:3]=1.[Si:9]([O:26][C:27]1[CH:32]=[CH:31][C:30](B(O)O)=[CH:29][CH:28]=1)([C:22]([CH3:25])([CH3:24])[CH3:23])([C:16]1[CH:21]=[CH:20][CH:19]=[CH:18][CH:17]=1)[C:10]1[CH:15]=[CH:14][CH:13]=[CH:12][CH:11]=1>>[F:8][C:4]1[CH:5]=[N:6][CH:7]=[C:2]([C:30]2[CH:29]=[CH:28][C:27]([O:26][Si:9]([C:22]([CH3:25])([CH3:24])[CH3:23])([C:16]3[CH:21]=[CH:20][CH:19]=[CH:18][CH:17]=3)[C:10]3[CH:15]=[CH:14][CH:13]=[CH:12][CH:11]=3)=[CH:32][CH:31]=2)[N:3]=1. Procedure details: In an analogous reaction to Example 1b, 8.86 g (66.85 mmol) of 2-chloro-6-fluoropyrazine (prepared as described in Example 1a) and 25.13 g (66.85 mmol) of 4-tert-butyldiphenylsilyloxyphenylboronic acid give 19.90 g of 2-fluoro-6-(4-tert-butyldiphenylsilyloxyphenyl)pyrazine. ##STR22## 4b The reactants are 3.0, [N+](=O)([O-])C1=C(C=C(C=C1)OC1=C(C=C(C=C1)C(F)(F)F)Cl)NCP(OC(C)C)(OC(C)C)=O (diisopropyl N-[2-nitro-5-(2-chloro-4-trifluoromethylphenoxy)phenyl]-aminomethylphosphonate). Run in Cl (hydrochloric acid). Product: [N+](=O)([O-])C1=C(C=C(C=C1)OC1=C(C=C(C=C1)C(F)(F)F)Cl)NCP(O)(O)=O (N-[2-nitro-5-(2-chloro-4-trifluoromethylphenoxy)phenyl]-aminomethylphosphonic acid). Reaction SMILES: [N+:1]([C:4]1[CH:9]=[CH:8][C:7]([O:10][C:11]2[CH:16]=[CH:15][C:14]([C:17]([F:20])([F:19])[F:18])=[CH:13][C:12]=2[Cl:21])=[CH:6][C:5]=1[NH:22][CH2:23][P:24](=[O:33])([O:29]C(C)C)[O:25]C(C)C)([O-:3])=[O:2]>Cl>[N+:1]([C:4]1[CH:9]=[CH:8][C:7]([O:10][C:11]2[CH:16]=[CH:15][C:14]([C:17]([F:18])([F:19])[F:20])=[CH:13][C:12]=2[Cl:21])=[CH:6][C:5]=1[NH:22][CH2:23][P:24](=[O:25])([OH:29])[OH:33])([O-:3])=[O:2]. Procedure details: 3.0 (5.9 mmoles) of diisopropyl N-[2-nitro-5-(2-chloro-4-trifluoromethylphenoxy)phenyl]-aminomethylphosphonate are refluxed for 16 hours in 100 ml of 20% hydrochloric acid. The solution is concentrated in vacuo, affording 2.3 g (92% of theory) of the title compound in the form of yellow crystals with a melting point of 148°-150° C. The reactants are [H-].[Na+] (Sodium hydride), C(C)(C)I (Isopropyl iodide), [N+](=O)([O-])C1=CC2=C(NC(CCC2)=O)C=C1 (7-Nitro-1,3,4,5-tetrahydro-benzo[b]azepin-2-one), [H][H] (hydrogen). Run in CN(C)C=O (DMF), O (water). Conditions: temperature 0 celsius. The product is C(C)(C)N1C2=C(CCCC1=O)C=C(C=C2)[N+](=O)[O-] (1-Isopropyl-7-nitro-1,3,4,5-tetrahydro-benzo[b]azepin-2-one). Isolated yield 78.9%. As a reaction SMILES: [N+:1]([C:4]1[CH:15]=[CH:14][C:7]2[NH:8][C:9](=[O:13])[CH2:10][CH2:11][CH2:12][C:6]=2[CH:5]=1)([O-:3])=[O:2].[H-].[Na+].[H][H].[CH:20](I)([CH3:22])[CH3:21]>CN(C=O)C.O>[CH:20]([N:8]1[C:9](=[O:13])[CH2:10][CH2:11][CH2:12][C:6]2[CH:5]=[C:4]([N+:1]([O-:3])=[O:2])[CH:15]=[CH:14][C:7]1=2)([CH3:22])[CH3:21] |f:1.2|. Procedure details: 7-Nitro-1,3,4,5-tetrahydro-benzo[b]azepin-2-one (500 mg, 2.42 mmol) was dissolved in 10 ml anhydrous DMF and the reaction cooled to 0° C. Sodium hydride (140 mg, 3.6 mmol) was charged and the reaction allowed to stir at 0° C. until hydrogen evolution ceases. Isopropyl iodide (1.45 ml, 14.50 mmol) was charged and the reaction allowed to warm to room temperature over night. In the morning, a new peak matching the desired mass was determined by LC/MS. The reaction was poured into 50 ml water and ex... The reactants are ClC=1C(=C(C=CC1)[C@H]1[C@@H](N[C@H]([C@]1(C#N)C1=C(C=C(C=C1)Cl)F)CC(C)(C)C)C(=O)O)F ((2R,3S,4R,5S)-3-(3-chloro-2-fluoro-phenyl)-4-(4-chloro-2-fluoro-phenyl)-4-cyano-5-(2,2-dimethyl-propyl)-pyrrolidine-2-carboxylic acid), CCN(C(C)C)C(C)C (DIPEA), C1(=CC=CC=C1)P(=O)(C1=CC=CC=C1)Cl (DIPHENYLPHOSPHINIC CHLORIDE), NC1=CC=C(C=C1)CCC(=O)OC (methyl 3-(4-aminophenyl)propanoate). Solvent: ClCCl (dichloromethane), ClCCl (dichloromethane). Conditions: time 2 hour. Product: ClC=1C(=C(C=CC1)[C@H]1[C@@H](N[C@H]([C@]1(C#N)C1=C(C=C(C=C1)Cl)F)CC(C)(C)C)C(=O)NC1=CC=C(C=C1)CCC(=O)OC)F (methyl 3-(4-((2R,3S,4R,5S)-3-(3-chloro-2-fluorophenyl)-4-(4-chloro-2-fluorophenyl)-4-cyano-5-neopentylpyrrolidine-2-carboxamido)phenyl)propanoate). Isolated yield 96.4%. Reaction SMILES: [Cl:1][C:2]1[C:3]([F:31])=[C:4]([C@@H:8]2[C@:12]([C:15]3[CH:20]=[CH:19][C:18]([Cl:21])=[CH:17][C:16]=3[F:22])([C:13]#[N:14])[C@H:11]([CH2:23][C:24]([CH3:27])([CH3:26])[CH3:25])[NH:10][C@H:9]2[C:28](O)=[O:29])[CH:5]=[CH:6][CH:7]=1.CCN(C(C)C)C(C)C.C1(P(Cl)(C2C=CC=CC=2)=O)C=CC=CC=1.[NH2:56][C:57]1[CH:62]=[CH:61][C:60]([CH2:63][CH2:64][C:65]([O:67][CH3:68])=[O:66])=[CH:59][CH:58]=1>ClCCl>[Cl:1][C:2]1[C:3]([F:31])=[C:4]([C@@H:8]2[C@:12]([C:15]3[CH:20]=[CH:19][C:18]([Cl:21])=[CH:17][C:16]=3[F:22])([C:13]#[N:14])[C@H:11]([CH2:23][C:24]([CH3:26])([CH3:27])[CH3:25])[NH:10][C@H:9]2[C:28]([NH:56][C:57]2[CH:58]=[CH:59][C:60]([CH2:63][CH2:64][C:65]([O:67][CH3:68])=[O:66])=[CH:61][CH:62]=2)=[O:29])[CH:5]=[CH:6][CH:7]=1. Procedure details: To a solution of chiral (2R,3S,4R,5S)-3-(3-chloro-2-fluoro-phenyl)-4-(4-chloro-2-fluoro-phenyl)-4-cyano-5-(2,2-dimethyl-propyl)-pyrrolidine-2-carboxylic acid (80.6 mg, 0.172 mmol) in dichloromethane (3 ml) were added DIPEA (89.0 mg, 0.685 mmol) and DIPHENYLPHOSPHINIC CHLORIDE (106 mg, 0.437 mmol). The mixture was stirred for 20 mins under argon before methyl 3-(4-aminophenyl)propanoate (33.4 mg, 0.186 mmol) was added. After 2 hrs, the reaction mixture was diluted with dichloromethane, washed wit... Reactants: ice, C(C1=CC=CC=C1)(=N)N (benzamidine), 1,4-hydroquinone, CC(C=O)=CCC (2-methyl-2-pentenal). Run in CC(=O)C (acetone), CC(=O)C (acetone). Product: C(C)C1C(C(NC(=N1)C1=CC=CC=C1)O)C (6-ethyl-5-methyl-4-hydroxy-2-phenyl-3,4,5,6-tetrahydropyrimidine). Reaction SMILES: [C:1]([NH2:9])(=[NH:8])[C:2]1[CH:7]=[CH:6][CH:5]=[CH:4][CH:3]=1.[CH3:10][C:11](=[CH:14][CH2:15][CH3:16])[CH:12]=[O:13]>CC(C)=O>[CH2:15]([CH:14]1[N:9]=[C:1]([C:2]2[CH:7]=[CH:6][CH:5]=[CH:4][CH:3]=2)[NH:8][CH:12]([OH:13])[CH:11]1[CH3:10])[CH3:16]. Procedure details: To an ice cooled mixture of 19.98 g (16.6 mmol) of benzamidine in 80 mL of acetone, was added dropwise over two hours, a solution of 16.35g (16.6 mmol) 2-methyl-2-pentenal and 0.055 g 1,4-hydroquinone, in acetone. The mixture was left to stir cold and warm to room temperature over 20 hours. The product was isolated by vacuum filtration and was washed with a minimal amount of acetone. 15.6 g (44%) of 6-ethyl-5-methyl-4-hydroxy-2-phenyl-3,4,5,6-tetrahydropyrimidine was collected, as a white solid. The reactants are ClC=1C=C(C=CC1)NC1=NC=CC=C1N (N2-(3-chlorophenyl)pyridine-2,3-diamine), C(C)(C)(C)OC(=O)N[C@H](C(=O)O)C ((S)-2-tertbutoxycarbonylaminopropionic acid), C1=CC2=C(N=C1)N(N=N2)O (HOAt), CN1CCOCC1 (4-methylmorpholine), Cl.CN(CCCN=C=NCC)C (N-(3-dimethylaminopropyl)-N′-ethylcarbodiimide hydrochloride). Run in C(Cl)Cl (DCM). Reaction conditions: time 1 hour. Yields the product C(C)(C)(C)OC(N[C@@H](C)C1=NC=2C(=NC=CC2)N1C1=CC(=CC=C1)Cl)=O ({(S)-1-[3-(3-Chlorophenyl)-3H-imidazo[4,5-b]pyridin-2-yl]ethyl}carbamic acid tert-butyl ester). The yield is 72.2%. As a reaction SMILES: [Cl:1][C:2]1[CH:3]=[C:4]([NH:8][C:9]2[C:14]([NH2:15])=[CH:13][CH:12]=[CH:11][N:10]=2)[CH:5]=[CH:6][CH:7]=1.[C:16]([O:20][C:21]([NH:23][C@@H:24]([CH3:28])[C:25](O)=O)=[O:22])([CH3:19])([CH3:18])[CH3:17].C1C=NC2N(O)N=NC=2C=1.CN1CCOCC1.Cl.CN(C)CCCN=C=NCC>C(Cl)Cl>[C:16]([O:20][C:21](=[O:22])[NH:23][C@H:24]([C:25]1[N:8]([C:4]2[CH:5]=[CH:6][CH:7]=[C:2]([Cl:1])[CH:3]=2)[C:9]2=[N:10][CH:11]=[CH:12][CH:13]=[C:14]2[N:15]=1)[CH3:28])([CH3:19])([CH3:18])[CH3:17] |f:4.5|. Reported procedure: A mixture of N2-(3-chlorophenyl)pyridine-2,3-diamine (29 mg, 0.13 mmol), (S)-2-tertbutoxycarbonylaminopropionic acid (27 mg, 0.15 mmol), HOAt (20 mg, 0.15 mmol), 4-methylmorpholine (32 μL, 0.29 mmol) and N-(3-dimethylaminopropyl)-N′-ethylcarbodiimide hydrochloride (28 mg, 0.15 mmol) in DCM (5 mL) was stirred at RT for 1 h then left standing at RT for 64 h. The reaction mixture was partitioned between DCM and a saturated solution of NaHCO3. The organic fraction was washed with brine, dried (Na2SO... Starting materials: CCOC(=O)CC(Cc1ccc(Br)cc1)NC(=O)CCC(=O)O, O=C([O-])[O-], Cc1ccccc1, [Na+], [Na+], OB(O)c1ccc(F)cc1, c1ccc(P(c2ccccc2)(c2ccccc2)[Pd](P(c2ccccc2)(c2ccccc2)c2ccccc2)(P(c2ccccc2)(c2ccccc2)c2ccccc2)P(c2ccccc2)(c2ccccc2)c2ccccc2)cc1. Product: CCOC(=O)CC(Cc1ccc(-c2ccc(F)cc2)cc1)NC(=O)CCC(=O)O. Reaction SMILES: [Br:1][c:2]1[cH:3][cH:4][c:5]([CH2:8][CH:9]([CH2:10][C:11](=[O:12])[O:13][CH2:14][CH3:15])[NH:16][C:17]([CH2:18][CH2:19][C:20](=[O:21])[OH:22])=[O:23])[cH:6][cH:7]1.[C:34](=[O:35])([O-:36])[O-:37].[CH3:40][c:41]1[cH:42][cH:43][cH:44][cH:45][cH:46]1.[Na+:38].[Na+:39].[OH:24][B:25]([OH:26])[c:27]1[cH:28][cH:29][c:30]([F:31])[cH:32][cH:33]1.[cH:47]1[cH:48][cH:49][c:50]([P:51]([Pd:52]([P:53]([c:54]2[cH:55][cH:56][cH:57][cH:58][cH:59]2)([c:60]2[cH:61][cH:62][cH:63][cH:64][cH:65]2)[c:66]2[cH:67][cH:68][cH:69][cH:70][cH:71]2)([P:72]([c:73]2[cH:74][cH:75][cH:76][cH:77][cH:78]2)([c:79]2[cH:80][cH:81][cH:82][cH:83][cH:84]2)[c:85]2[cH:86][cH:87][cH:88][cH:89][cH:90]2)[P:91]([c:92]2[cH:93][cH:94][cH:95][cH:96][cH:97]2)([c:98]2[cH:99][cH:100][cH:101][cH:102][cH:103]2)[c:104]2[cH:105][cH:106][cH:107][cH:108][cH:109]2)([c:110]2[cH:111][cH:112][cH:113][cH:114][cH:115]2)[c:116]2[cH:117][cH:118][cH:119][cH:120][cH:121]2)[cH:122][cH:123]1>>[c:2]1(-[c:27]2[cH:28][cH:29][c:30]([F:31])[cH:32][cH:33]2)[cH:3][cH:4][c:5]([CH2:8][CH:9]([CH2:10][C:11](=[O:12])[O:13][CH2:14][CH3:15])[NH:16][C:17]([CH2:18][CH2:19][C:20](=[O:21])[OH:22])=[O:23])[cH:6][cH:7]1. The reactants are BrCC1=C(C(=O)OC)C=CN=C1Cl (methyl 3-(bromomethyl)-2-chloroisonicotinate), Cl.FC(COC1=CC=C(C=N1)C(C)N)(C(F)F)F (1-(6-(2,2,3,3-tetrafluoropropoxy)pyridin-3-yl)ethanamine hydrochloride), C([O-])(O)=O.[Na+] (sodium bicarbonate). Product: ClC1=NC=CC2=C1CN(C2=O)C(C)C=2C=NC(=CC2)OCC(C(F)F)(F)F (4-chloro-2-(1-(6-(2,2,3,3-tetrafluoropropoxy)pyridin-3-yl)ethyl)-2,3-dihydro-1H-pyrrolo[3,4-c]pyridin-1-one). Yield: 60.0%. Reaction SMILES: Br[CH2:2][C:3]1[C:12]([Cl:13])=[N:11][CH:10]=[CH:9][C:4]=1[C:5]([O:7]C)=O.Cl.[F:15][C:16]([F:31])([CH:28]([F:30])[F:29])[CH2:17][O:18][C:19]1[N:24]=[CH:23][C:22]([CH:25]([NH2:27])[CH3:26])=[CH:21][CH:20]=1.C(=O)(O)[O-].[Na+]>>[Cl:13][C:12]1[C:3]2[CH2:2][N:27]([CH:25]([C:22]3[CH:23]=[N:24][C:19]([O:18][CH2:17][C:16]([F:31])([F:15])[CH:28]([F:30])[F:29])=[CH:20][CH:21]=3)[CH3:26])[C:5](=[O:7])[C:4]=2[CH:9]=[CH:10][N:11]=1 |f:1.2,3.4|. Procedure details: The title compound is prepared in 60% yield (137 mg, pale yellow oil) from methyl 3-(bromomethyl)-2-chloroisonicotinate (175 mg, 0.53 mmol) and 1-(6-(2,2,3,3-tetrafluoropropoxy)pyridin-3-yl)ethanamine hydrochloride (164 mg, 0.57 mmol, Amine-6, single enantiomer), and sodium bicarbonate (240 mg, 2.3 mmol) as a base in a similar manner to Step-2 of Intermediate-1.